This data is from the Open Reaction Database (ORD), a public repository of structured organic reaction records. The task is: describe an organic reaction: reactants, conditions, products, and yield Starting materials: ClC=1SC=C(N1)Cl (2,4-dichloro-thiazole), NC(C#C)(C)C (3-amino-3, 3-dimethyl-1-propine), C1(=CC=CC=C1)P(C1=CC=CC=C1)C1=CC=CC=C1 (triphenylphosphine). The reagents and catalysts are [Pd+2].[Cl-].[Cl-].C1(=CC=CC=C1)P(C1=CC=CC=C1)C1=CC=CC=C1.C1(=CC=CC=C1)P(C1=CC=CC=C1)C1=CC=CC=C1 (palladium(II) bis(triphenylphosphine) dichloride), [Cu]I (copper(I) iodide). The solvent is C(C)N(CC)CC (triethylamine). Product: NC(C#CC=1SC=C(N1)Cl)(C)C (3-amino-3, 3-dimethyl-1-(4-chloro-thiazol-2-yl)-1-propine). The yield is 25.9%. Reaction SMILES: Cl[C:2]1[S:3][CH:4]=[C:5]([Cl:7])[N:6]=1.[NH2:8][C:9]([CH3:13])([CH3:12])[C:10]#[CH:11].C1(P(C2C=CC=CC=2)C2C=CC=CC=2)C=CC=CC=1>[Pd+2].[Cl-].[Cl-].C1(P(C2C=CC=CC=2)C2C=CC=CC=2)C=CC=CC=1.C1(P(C2C=CC=CC=2)C2C=CC=CC=2)C=CC=CC=1.[Cu]I.C(N(CC)CC)C>[NH2:8][C:9]([CH3:13])([CH3:12])[C:10]#[C:11][C:2]1[S:3][CH:4]=[C:5]([Cl:7])[N:6]=1 |f:3.4.5.6.7|. Procedure details: 46.2 g (0.30 mol) of 2,4-dichloro-thiazole and 24.9 g (0.30 mol) of 3-amino-3, 3-dimethyl-1-propine are introduced into 300 ml of triethylamine. After 2.1 g (0.003 mol) of palladium(II)-bis(triphenylphosphine) dichloride, 2.28 g (0.012 mol) of copper(I) iodide and 3.2 g (0.012 mol) of triphenylphosphine have been added, the reaction mixture is refluxed for 19 hours. It is then filtered, the filtrate is concentrated under a water-pump vacuum, the residue is taken up in chloroform, and the mixture... Reactants: O (water), C(=O)([O-])[O-].[K+].[K+] (K2CO3), IC (iodomethane), ClC=1C=[N+](C=C(C1C[C@H](O)C1=CC(=C(C=C1)OC(F)F)O)Cl)[O-] ((S)-3,5-Dichloro-4-(2-(4-(difluoromethoxy)-3-hydroxyphenyl)-2-hydroxyethyl)pyridine 1-oxide). Solvent: CN(C)C=O (DMF). Reaction conditions: time 4 hour. Product: ClC=1C=[N+](C=C(C1C[C@H](O)C1=CC(=C(C=C1)OC(F)F)OC)Cl)[O-] ((S)-3,5-Dichloro-4-(2-(4-(difluoromethoxy)-3-methoxyphenyl)-2-hydroxyethyl)pyridine 1-oxide). Isolated yield 95.4%. As a reaction SMILES: [Cl:1][C:2]1[CH:3]=[N+:4]([O-:23])[CH:5]=[C:6]([Cl:22])[C:7]=1[CH2:8][C@@H:9]([C:11]1[CH:16]=[CH:15][C:14]([O:17][CH:18]([F:20])[F:19])=[C:13]([OH:21])[CH:12]=1)[OH:10].[C:24]([O-])([O-])=O.[K+].[K+].IC.O>CN(C=O)C>[Cl:22][C:6]1[CH:5]=[N+:4]([O-:23])[CH:3]=[C:2]([Cl:1])[C:7]=1[CH2:8][C@@H:9]([C:11]1[CH:16]=[CH:15][C:14]([O:17][CH:18]([F:20])[F:19])=[C:13]([O:21][CH3:24])[CH:12]=1)[OH:10] |f:1.2.3|. Procedure: (S)-3,5-Dichloro-4-(2-(4-(difluoromethoxy)-3-hydroxyphenyl)-2-hydroxyethyl)pyridine 1-oxide (2 g, 5.46 mmol) was dissolved in DMF (16 mL) then K2CO3 (2 g, 14.47 mmol) and iodomethane (1.72 g, 12.12 mmol) were added and the mixture was stirred at r.t. for 4 h. The mixture was poured into 200 mL of water, filtered, washed with water and dried under vacuum at 40° C. 1.98 g of whitish solid was obtained.